Dataset: the Open Reaction Database (ORD), a public repository of structured organic reaction records. Task: describe an organic reaction: reactants, conditions, products, and yield RXN SMILES: [Br:1][c:2]1[cH:3][c:4]2[c:5]([cH:20][cH:21]1)[N:6]=[C:7]([NH:10][CH:11]1[CH2:12][CH2:13][c:14]3[cH:15][cH:16][cH:17][cH:18][c:19]31)[O:8][CH2:9]2.[CH3:48][c:49]1[cH:50][cH:51][cH:52][cH:53][cH:54]1.[CH:22]1([B:25]([OH:26])[OH:27])[CH2:23][CH2:24]1.[CH:28]1([P:29]([CH:30]2[CH2:31][CH2:32][CH2:33][CH2:34][CH2:35]2)[CH:36]2[CH2:37][CH2:38][CH2:39][CH2:40][CH2:41]2)[CH2:42][CH2:43][CH2:44][CH2:45][CH2:46]1.[OH2:47].[Pd:55]>>[c:2]1([CH:22]2[CH2:23][CH2:24]2)[cH:3][c:4]2[c:5]([cH:20][cH:21]1)[N:6]=[C:7]([NH:10][CH:11]1[CH2:12][CH2:13][c:14]3[cH:15][cH:16][cH:17][cH:18][c:19]31)[O:8][CH2:9]2. The reactants are Brc1ccc2c(c1)COC(NC1CCc3ccccc31)=N2, Cc1ccccc1, OB(O)C1CC1, C1CCC(P(C2CCCCC2)C2CCCCC2)CC1, O, [Pd]. Product: c1ccc2c(c1)CCC2NC1=Nc2ccc(C3CC3)cc2CO1. Reactants: O=C(O)C1Cc2c([nH]c3ccccc23)CN1, COc1ccc(CBr)cc1, CS(C)=O, CC(C)OC(C)C, [Na+], [OH-], S=C=S. As a reaction SMILES: [CH2:1]1[NH:2][CH:3]([C:14](=[O:15])[OH:16])[CH2:4][c:5]2[c:6]3[cH:7][cH:8][cH:9][cH:10][c:11]3[nH:12][c:13]21.[CH3:19][O:20][c:21]1[cH:22][cH:23][c:24]([CH2:25][Br:26])[cH:27][cH:28]1.[CH3:39][S:40]([CH3:41])=[O:42].[CH:29]([O:30][CH:31]([CH3:32])[CH3:33])([CH3:34])[CH3:35].[Na+:18].[OH-:17].[S:36]=[C:37]=[S:38]>>[CH2:1]1[N:2]([C:37](=[S:36])[S:38][CH2:25][c:24]2[cH:23][cH:22][c:21]([O:20][CH3:19])[cH:28][cH:27]2)[CH:3]([C:14](=[O:15])[OH:16])[CH2:4][c:5]2[c:6]3[cH:7][cH:8][cH:9][cH:10][c:11]3[nH:12][c:13]21. The product is COc1ccc(CSC(=S)N2Cc3[nH]c4ccccc4c3CC2C(=O)O)cc1. Starting materials: N[C@H](C)C(=O)O (D-alanine), C(C)(C)N(C(C)C)CC (N,N-diisopropylethylamine), O1C(=CC2=C1C=CC=C2)C(=O)NC2=CC=C(C=C2)C2=CC=C(C=C2)S(=O)(=O)Cl (4′-[(benzofuran-2-carbonyl)-amino]-biphenyl-4-sulfonyl chloride). The solvent is O (water), CN(C)C=O (DMF), C(C)#N (acetonitrile). Reaction conditions: time 4 hour. Product: O1C(=CC2=C1C=CC=C2)C(=O)NC2=CC=C(C=C2)C2=CC=C(C=C2)S(=O)(=O)N[C@H](C)C(=O)O (N-({4′-[(1-benzofuran-2-ylcarbonyl)amino]-1,1′-biphenyl-4-yl}sulfonyl)-D-alanine). RXN SMILES: [NH2:1][C@@H:2]([C:4]([OH:6])=[O:5])[CH3:3].C(N(CC)C(C)C)(C)C.[O:16]1[C:20]2[CH:21]=[CH:22][CH:23]=[CH:24][C:19]=2[CH:18]=[C:17]1[C:25]([NH:27][C:28]1[CH:33]=[CH:32][C:31]([C:34]2[CH:39]=[CH:38][C:37]([S:40](Cl)(=[O:42])=[O:41])=[CH:36][CH:35]=2)=[CH:30][CH:29]=1)=[O:26]>O.CN(C=O)C.C(#N)C>[O:16]1[C:20]2[CH:21]=[CH:22][CH:23]=[CH:24][C:19]=2[CH:18]=[C:17]1[C:25]([NH:27][C:28]1[CH:29]=[CH:30][C:31]([C:34]2[CH:39]=[CH:38][C:37]([S:40]([NH:1][C@@H:2]([C:4]([OH:6])=[O:5])[CH3:3])(=[O:42])=[O:41])=[CH:36][CH:35]=2)=[CH:32][CH:33]=1)=[O:26]. Procedure: To a solution of D-alanine (0.15 mmol, 14 mg) in water (0.5 mL) and DMF (0.1 mL) was added N,N-diisopropylethylamine (52 uL, 0.3 mmol) and 4′-[(benzofuran-2-carbonyl)-amino]-biphenyl-4-sulfonyl chloride (0.1 mmol, 41 mg) as a solution in acetonitrile (0.4 mL). The resulting solution was shaken at room temperature for 4 hours and purified by semi-preparative RP-HPLC (Gilson Preparative HPLC conditions: Gilson Preparative HPLC system; YMC Pro C18, 20 mm×50 mm ID, 5 uM column; 2 mL injection; Solve... Reactants: COC(=O)C1CN(C(=O)OC(C)(C)C)CCC1CCC(=O)c1c(F)cnc2ccc(OC)cc12, CCOC(C)=O, CO, Cl, [Na+], [OH-]. The product is COC(=O)C1CNCCC1CCC(=O)c1c(F)cnc2ccc(OC)cc12. As a reaction SMILES: [C:2]([O:3][C:4](=[O:5])[N:9]1[CH2:10][CH:11]([C:32](=[O:33])[O:34][CH3:35])[CH:12]([CH2:15][CH2:16][C:17](=[O:18])[c:19]2[c:20]([F:31])[cH:21][n:22][c:23]3[cH:24][cH:25][c:26]([O:29][CH3:30])[cH:27][c:28]23)[CH2:13][CH2:14]1)([CH3:6])([CH3:7])[CH3:8].[CH3:38][CH2:39][O:40][C:41](=[O:42])[CH3:43].[CH3:44][OH:45].[ClH:1].[Na+:37].[OH-:36]>>[NH:9]1[CH2:10][CH:11]([C:32](=[O:33])[O:34][CH3:35])[CH:12]([CH2:15][CH2:16][C:17](=[O:18])[c:19]2[c:20]([F:31])[cH:21][n:22][c:23]3[cH:24][cH:25][c:26]([O:29][CH3:30])[cH:27][c:28]23)[CH2:13][CH2:14]1.